This data is from the Open Reaction Database (ORD), a public repository of structured organic reaction records. The task is: describe an organic reaction: reactants, conditions, products, and yield The reactants are C(C)OC(=O)NC(CC1=CC=CC=C1)(C(=O)N1[C@H](C(=O)OCC2=CC=CC=C2)CCC1)C (EtOCO-D,L-Phe(αMe)-Pro-OBzl), O[Li].O (LiOH·H2O). Solvent: O1CCOCC1 (p-dioxane), O (water). Reaction conditions: time 2.5 hour. Product: C(C)OC(=O)NC(CC1=CC=CC=C1)(C(=O)N1[C@H](C(=O)O)CCC1)C (EtOCO-D,L-Phe(αMe)-Pro-OH). The yield is 102.4%. Reaction SMILES: [CH2:1]([O:3][C:4]([NH:6][C:7]([CH3:32])([C:15]([N:17]1[CH2:31][CH2:30][CH2:29][C@H:18]1[C:19]([O:21]CC1C=CC=CC=1)=[O:20])=[O:16])[CH2:8][C:9]1[CH:14]=[CH:13][CH:12]=[CH:11][CH:10]=1)=[O:5])[CH3:2].O[Li].O>O1CCOCC1.O>[CH2:1]([O:3][C:4]([NH:6][C:7]([CH3:32])([C:15]([N:17]1[CH2:31][CH2:30][CH2:29][C@H:18]1[C:19]([OH:21])=[O:20])=[O:16])[CH2:8][C:9]1[CH:14]=[CH:13][CH:12]=[CH:11][CH:10]=1)=[O:5])[CH3:2] |f:1.2|. Procedure details: To a stirring solution of EtOCO-D,L-Phe(αMe)-Pro-OBzl (13.2 g, 30 mmol) in p-dioxane (250 mL) was added a solution of LiOH·H2O (6.3 g, 151 mmol) in water (125 mL). After stirring for 2.5 h, the solvent was removed in vacuo and the residue was diluted with water and washed three times with diethyl ether. The aqueous phase was then taken to pH 2 with conc. HCl and extracted three times with ethyl acetate. The combined ethyl acetate extracts were dried (Na2SO4), filtered and concentrated in vacuo t... RXN SMILES: [Br:1][c:2]1[c:3]([CH2:8][OH:9])[cH:4][cH:5][cH:6][cH:7]1.[C:16]([CH3:17])([CH3:18])([CH3:19])[SiH:20]([CH3:21])[CH3:22].[Cl-:15].[O:23]1[CH2:24][CH2:25][CH2:26][CH2:27]1.[nH:10]1[cH:11][cH:12][n:13][cH:14]1>>[Br:1][c:2]1[c:3]([CH2:8][O:9][Si:20]([C:16]([CH3:17])([CH3:18])[CH3:19])([CH3:21])[CH3:22])[cH:4][cH:5][cH:6][cH:7]1. Product: CC(C)(C)[Si](C)(C)OCc1ccccc1Br. Starting materials: OCc1ccccc1Br, C[SiH](C)C(C)(C)C, [Cl-], C1CCOC1, c1c[nH]cn1. Run in CO (methanol). Starting materials: C(C)(C)(C)OC(=O)N1CCC(CC1)CN1C(C=2N3C(C=CC=C13)=NC2C)=O (1-[1-(tert-butoxycarbonyl)piperidin-4-ylmethyl]-1,2-dihydro-3-methyl-1,4,7b-triazacyclopent[cd]inden-2-one), Cl (HCl). Procedure details: To a solution of 3.65 g (9.85 mmol) of 1-[1-(tert-butoxycarbonyl)piperidin-4-ylmethyl]-1,2-dihydro-3-methyl-1,4,7b-triazacyclopent[cd]inden-2-one in 30 ml of methanol was added 15 ml of conc. HCl. The mixture was stirred for 1.5 hours at room temperature. The solvent was distilled off. To the residue was added chloroform and 2N agueous solution of sodium hydroxide to make alkaline. The mixture was extracted with chloroform. The extract was dried over anhydrous magnesium sulfate. The solvent was ... As a reaction SMILES: C(OC([N:8]1[CH2:13][CH2:12][CH:11]([CH2:14][N:15]2[C:23]3[N:18]4[C:19](=[N:24][C:25]([CH3:26])=[C:17]4[C:16]2=[O:27])[CH:20]=[CH:21][CH:22]=3)[CH2:10][CH2:9]1)=O)(C)(C)C.Cl>CO>[NH:8]1[CH2:13][CH2:12][CH:11]([CH2:14][N:15]2[C:23]3[N:18]4[C:19](=[N:24][C:25]([CH3:26])=[C:17]4[C:16]2=[O:27])[CH:20]=[CH:21][CH:22]=3)[CH2:10][CH2:9]1. Yield: 87.0%. Yields the product N1CCC(CC1)CN1C(C=2N3C(C=CC=C13)=NC2C)=O (1,2-dihydro-1-(piperidin-4-ylmethyl)-3-methyl-1,4,7b-triazacyclopent[cd]inden-2-one). Reaction conditions: time 1.5 hour. Reactants: C(C)(C)(C)[Si](C1=CC=CC=C1)(C1=CC=CC=C1)Cl (Tert-butylchlorodiphenylsilane), N1C=NC=C1 (imidazole), BrC1=CC(=C(CO)C=C1)C (4-bromo-2-methylbenzyl alcohol). Run at time 18 hour. The product is BrC1=CC(=C(C=C1)CO[Si](C1=CC=CC=C1)(C1=CC=CC=C1)C(C)(C)C)C (1-bromo-4-(tert-butyldiphenylsilyloxymethyl)-3-methylbenzene). Yield: 98.2%. Reaction SMILES: [C:1]([Si:5](Cl)([C:12]1[CH:17]=[CH:16][CH:15]=[CH:14][CH:13]=1)[C:6]1[CH:11]=[CH:10][CH:9]=[CH:8][CH:7]=1)([CH3:4])([CH3:3])[CH3:2].N1C=CN=C1.[Br:24][C:25]1[CH:32]=[CH:31][C:28]([CH2:29][OH:30])=[C:27]([CH3:33])[CH:26]=1>>[Br:24][C:25]1[CH:32]=[CH:31][C:28]([CH2:29][O:30][Si:5]([C:1]([CH3:4])([CH3:3])[CH3:2])([C:12]2[CH:17]=[CH:16][CH:15]=[CH:14][CH:13]=2)[C:6]2[CH:11]=[CH:10][CH:9]=[CH:8][CH:7]=2)=[C:27]([CH3:33])[CH:26]=1. Procedure: Tert-butylchlorodiphenylsilane (13.06 g) and imidazole (9.7 g) were added to a solution of 4-bromo-2-methylbenzyl alcohol (9.55 g) in N,N-dimethylfocmamide (80 ml) at 5° C. and the mixture was allowed to warm to room temperature, and stirred for 18 hours. The mixture was extracted with ethyl acetate and the extract was washed with water, dried over magnesium sulfate, and concentrated under reduced pressure to give 1-bromo-4-(tert-butyldiphenylsilyloxymethyl)-3-methylbenzene (20.5 g) as a colorle... Reactants: COCCOCCOC, Cc1nc(Cl)c([N+](=O)[O-])c(NCCOCCCc2nccs2)c1C, [H-], [Na+], Oc1ccccc1. Product: Cc1nc(Oc2ccccc2)c([N+](=O)[O-])c(NCCOCCCc2nccs2)c1C. RXN SMILES: [CH3:34][O:35][CH2:36][CH2:37][O:38][CH2:39][CH2:40][O:41][CH3:42].[Cl:10][c:11]1[n:12][c:13]([CH3:33])[c:14]([CH3:32])[c:15]([NH:20][CH2:21][CH2:22][O:23][CH2:24][CH2:25][CH2:26][c:27]2[s:28][cH:29][cH:30][n:31]2)[c:16]1[N+:17](=[O:18])[O-:19].[H-:8].[Na+:9].[OH:1][c:2]1[cH:3][cH:4][cH:5][cH:6][cH:7]1>>[O:1]([c:2]1[cH:3][cH:4][cH:5][cH:6][cH:7]1)[c:11]1[n:12][c:13]([CH3:33])[c:14]([CH3:32])[c:15]([NH:20][CH2:21][CH2:22][O:23][CH2:24][CH2:25][CH2:26][c:27]2[s:28][cH:29][cH:30][n:31]2)[c:16]1[N+:17](=[O:18])[O-:19]. The product is O1CCC(=CC1)C=1C=2N(C=C(C1)C)N=C(N2)NC2CCN(CC2)C2=NC=NC(=C2)C (8-(3,6-Dihydro-2H-pyran-4-yl)-6-methyl-N-(1-(6-methylpyrimidin-4-yl)piperidin-4-yl)-[1,2,4]triazolo[1,5-a]pyridin-2-amine), oil. Starting materials: C(Cl)Cl (methylene chloride), O1CCC(=CC1)C=1C=2N(C=C(C1)C)N=C(N2)N (8-(3,6-dihydro-2H-pyran-4-yl)-6-methyl-[1,2,4]triazolo[1,5-a]pyridin-2-amine), CC1=CC(=NC=N1)N1CCC(CC1)=O (1-(6-methylpyrimidin-4-yl)piperidin-4-one). Reaction SMILES: [O:1]1[CH2:6][CH:5]=[C:4]([C:7]2[C:8]3[N:9]([N:14]=[C:15]([NH2:17])[N:16]=3)[CH:10]=[C:11]([CH3:13])[CH:12]=2)[CH2:3][CH2:2]1.[CH3:18][C:19]1[N:24]=[CH:23][N:22]=[C:21]([N:25]2[CH2:30][CH2:29][C:28](=O)[CH2:27][CH2:26]2)[CH:20]=1.C(Cl)Cl>C(Cl)Cl.CO>[O:1]1[CH2:2][CH:3]=[C:4]([C:7]2[C:8]3[N:9]([N:14]=[C:15]([NH:17][CH:28]4[CH2:29][CH2:30][N:25]([C:21]5[CH:20]=[C:19]([CH3:18])[N:24]=[CH:23][N:22]=5)[CH2:26][CH2:27]4)[N:16]=3)[CH:10]=[C:11]([CH3:13])[CH:12]=2)[CH2:5][CH2:6]1 |f:3.4|. The solvent is C(Cl)Cl.CO (methylene chloride methanol). Reported procedure: Prepared in analogy to example 1h, starting from 8-(3,6-dihydro-2H-pyran-4-yl)-6-methyl-[1,2,4]triazolo[1,5-a]pyridin-2-amine and 1-(6-methylpyrimidin-4-yl)piperidin-4-one (see example 93b). The title compound was obtained as a yellow oil (yield: 5%) after column chromatography on silica gel using a gradient from methylene chloride to methylene chloride/methanol 19:1 (v/v) as eluent. MS ISP (m/e): 406.5 (100) [(M+H)+]. Yield: 5.0%. Starting materials: S(=O)(O)C1=CC=C(C(=O)OC)C=C1 (Methyl 4-sulfinobenzoate), BrCCCCCCCCCCCC (1-bromododecane), C([O-])([O-])=O.[K+].[K+] (Potassium carbonate), ice, Cl (HCl). The solvent is CN(C=O)C (dimethylformamide). Run at temperature 70 celsius. Yields the product C(CCCCCCCCCCC)S(=O)(=O)C1=CC=C(C(=O)OC)C=C1 (Methyl 4-dodecylsulfonylbenzoate). As a reaction SMILES: [S:1]([C:4]1[CH:13]=[CH:12][C:7]([C:8]([O:10][CH3:11])=[O:9])=[CH:6][CH:5]=1)([OH:3])=[O:2].Br[CH2:15][CH2:16][CH2:17][CH2:18][CH2:19][CH2:20][CH2:21][CH2:22][CH2:23][CH2:24][CH2:25][CH3:26].C(=O)([O-])[O-].[K+].[K+].Cl>CN(C)C=O>[CH2:26]([S:1]([C:4]1[CH:5]=[CH:6][C:7]([C:8]([O:10][CH3:11])=[O:9])=[CH:12][CH:13]=1)(=[O:3])=[O:2])[CH2:25][CH2:24][CH2:23][CH2:22][CH2:21][CH2:20][CH2:19][CH2:18][CH2:17][CH2:16][CH3:15] |f:2.3.4|. Procedure: Methyl 4-sulfinobenzoate (4), (12.7 g, 63.43 mMole) and 1-bromododecane (17.4 g, 69.77 mMole) were dissolved in dimethylformamide (100 mL). Potassium carbonate (10.5 g, 76.12 mMole) was added and the mixture heated to 70° C. for 3 hours with good stirring. At the end of this period of time the mixture was cooled and carefully poured into ice cold 2N-HCl (500 mL). The crude methyl 4-dodecylsulfonylbenzoate, a white solid, was filtered off, washed well with water and used as such in the next step. Reactants: ClCC=1N=C(OC1)C1=CC=CC=C1 (4-chloromethyl-2-phenyloxazole), OC1=CC=C(CC2C(NC(S2)=O)=O)C=C1 (5-(4-hydroxybenzyl)-2,4-thiazolidinedione), [H-].[Na+] (sodium hydride), O (water). Solvent: CN(C=O)C (N,N-dimethylformamide), CN(C=O)C (N,N-dimethylformamide), oil. Reaction conditions: time 30 minute. The product is C1(=CC=CC=C1)C=1OC=C(N1)COC1=CC=C(CC2C(NC(S2)=O)=O)C=C1 (5-[4-(2-phenyl-4-oxazolylmethoxy)benzyl]-2,4-thiazolidinedione). The yield is 56.8%. RXN SMILES: [OH:1][C:2]1[CH:15]=[CH:14][C:5]([CH2:6][CH:7]2[S:11][C:10](=[O:12])[NH:9][C:8]2=[O:13])=[CH:4][CH:3]=1.[H-].[Na+].Cl[CH2:19][C:20]1[N:21]=[C:22]([C:25]2[CH:30]=[CH:29][CH:28]=[CH:27][CH:26]=2)[O:23][CH:24]=1.O>CN(C)C=O>[C:25]1([C:22]2[O:23][CH:24]=[C:20]([CH2:19][O:1][C:2]3[CH:15]=[CH:14][C:5]([CH2:6][CH:7]4[S:11][C:10](=[O:12])[NH:9][C:8]4=[O:13])=[CH:4][CH:3]=3)[N:21]=2)[CH:26]=[CH:27][CH:28]=[CH:29][CH:30]=1 |f:1.2|. Procedure: To a solution of 5-(4-hydroxybenzyl)-2,4-thiazolidinedione (9.4 g) in N,N-dimethylformamide (80 ml) was added 60% sodium hydride in oil (3.4 g), and the mixture was stirred for 30 minutes. Then, a solution of 4-chloromethyl-2-phenyloxazole (9.6 g) in N,N-dimethylformamide (20 ml) was added dropwise thereto at room temperature. After being stirred at 70° C. for 1 hour, the reaction solution was poured into water, and the aqueous mixture was extracted with ethyl acetate. The ethyl acetate layer wa... Reactants: NC1=NC2=C(C(=NC1)C1=CC=CC=C1)C=CC=C2 (2-amino-5-phenyl-3H-1,4-benzodiazepine), C(C)O (ethanol), O.NN (hydrazine hydrate). Solvent: C(C)(=O)O (acetic acid). Conditions: time 1 hour. Product: N(N)C1=NC2=C(C(=NC1)C1=CC=CC=C1)C=CC=C2 (2-hydrazino-5-phenyl-3H-1,4-benzodiazepine). As a reaction SMILES: [NH2:1][C:2]1[CH2:8][N:7]=[C:6]([C:9]2[CH:14]=[CH:13][CH:12]=[CH:11][CH:10]=2)[C:5]2[CH:15]=[CH:16][CH:17]=[CH:18][C:4]=2[N:3]=1.C(O)C.O.[NH2:23]N>C(O)(=O)C>[NH:1]([C:2]1[CH2:8][N:7]=[C:6]([C:9]2[CH:14]=[CH:13][CH:12]=[CH:11][CH:10]=2)[C:5]2[CH:15]=[CH:16][CH:17]=[CH:18][C:4]=2[N:3]=1)[NH2:23] |f:2.3|. Procedure: To a mixture of 2.35 parts of 2-amino-5-phenyl-3H-1,4-benzodiazepine, 50 parts by volume of ethanol and 1.2 parts by volume of glacial acetic acid is added 1.5 parts by volume of 100% hydrazine hydrate and the mixture is stirred for 1 hour at room temperature. Treatment of the mixture in a similar manner to Example 2 yields 2-hydrazino-5-phenyl-3H-1,4-benzodiazepine as white crystals. Recrystallization from a mixture of methylene chloride and benzene yields white crystals melting at 116° to 118°...